Dataset: the Open Reaction Database (ORD), a public repository of structured organic reaction records. Task: describe an organic reaction: reactants, conditions, products, and yield The reactants are ClC=1C=C(C2=CC=C(C=C2C2=NC3=CC=C(C=C3C=C2)C2=NC3=C(N2C2CCCCC2)C=CC(=C3)C(=O)O)OC)C=CC1F (2-[2-(3′-chloro-4′-fluoro-4-methoxy-biphen-2-yl)-quinolin-6-yl]-1-cyclohexyl-1H-benzoimidazole-5-carboxylic acid), COC(=O)C1=CC2=C(N(C(=N2)C=2C=C3C=CC(=NC3=CC2)C2=C(C=CC(=C2)OC)Br)C2CCCCC2)C=C1 (2-[2-(2-Bromo-5-methoxy-phenyl)-quinolin-6-yl]-1-cyclohexyl-1H-benzoimidazole-5-carboxylic acid Methyl Ester), ClC=1C=C(C=CC1Cl)B(O)O (3,4-dichlorophenylboronic acid). Yields the product C1(CCCCC1)N1C(=NC2=C1C=CC(=C2)C(=O)O)C=2C=C1C=CC(=NC1=CC2)C2=CC(=CC=C2C2=CC(=C(C=C2)Cl)Cl)OC (1-cyclohexyl-2-[2-(3′,4′-dichloro-4-methoxy-biphen-2-yl)-quinolin-6-yl]-1H-benzoimidazole-5-carboxylic acid). Yield: 4.0%. RXN SMILES: ClC1C=C(C=CC=1F)[C:5]1[C:10]([C:11]2[CH:20]=[CH:19][C:18]3[C:13](=[CH:14][CH:15]=[C:16]([C:21]4[N:25]([CH:26]5[CH2:31][CH2:30][CH2:29][CH2:28][CH2:27]5)[C:24]5[CH:32]=[CH:33][C:34]([C:36]([OH:38])=[O:37])=[CH:35][C:23]=5[N:22]=4)[CH:17]=3)[N:12]=2)=[CH:9][C:8]([O:39][CH3:40])=[CH:7][CH:6]=1.COC(C1C=CC2N(C3CCCCC3)C(C3C=C4C(=CC=3)N=C(C3C=C(OC)C=CC=3Br)C=C4)=NC=2C=1)=O.[Cl:83][C:84]1[CH:85]=[C:86](B(O)O)[CH:87]=[CH:88][C:89]=1[Cl:90]>>[CH:26]1([N:25]2[C:24]3[CH:32]=[CH:33][C:34]([C:36]([OH:38])=[O:37])=[CH:35][C:23]=3[N:22]=[C:21]2[C:16]2[CH:17]=[C:18]3[C:13](=[CH:14][CH:15]=2)[N:12]=[C:11]([C:10]2[C:5]([C:86]4[CH:87]=[CH:88][C:89]([Cl:90])=[C:84]([Cl:83])[CH:85]=4)=[CH:6][CH:7]=[C:8]([O:39][CH3:40])[CH:9]=2)[CH:20]=[CH:19]3)[CH2:27][CH2:28][CH2:29][CH2:30][CH2:31]1. Reported procedure: Following the full procedure and workup for Compound 366, Compound 365b (100 mg, 0.175 mmol) was reacted with 3,4-dichlorophenylboronic acid (50 mg, 0.2625 mmol) to produce the title compound (5 mg, 4% yield). Reactants: ClC=1C=CC(=C(C1)C1=CC(N(C=C1OC)C(C(=O)OC(C)(C)C)CC1(CCC1)C(F)(F)F)=O)C#N (tert-butyl 2-[4-(5-chloro-2-cyanophenyl)-5-methoxy-2-oxopyridin-1(2H)-yl]-3-[1-(trifluoromethyl)cyclobutyl]propanoate), C(=O)(C(F)(F)F)O (TFA). The product is ClC=1C=CC(=C(C1)C1=CC(N(C=C1OC)C(C(=O)O)CC1(CCC1)C(F)(F)F)=O)C#N (2-[4-(5-Chloro-2-cyanophenyl)-5-methoxy-2-oxopyridin-1(2H)-yl]-3-[1-(trifluoromethyl)cyclobutyl]propanoic acid). As a reaction SMILES: [Cl:1][C:2]1[CH:3]=[CH:4][C:5]([C:34]#[N:35])=[C:6]([C:8]2[C:13]([O:14][CH3:15])=[CH:12][N:11]([CH:16]([CH2:24][C:25]3([C:29]([F:32])([F:31])[F:30])[CH2:28][CH2:27][CH2:26]3)[C:17]([O:19]C(C)(C)C)=[O:18])[C:10](=[O:33])[CH:9]=2)[CH:7]=1.C(O)(C(F)(F)F)=O>>[Cl:1][C:2]1[CH:3]=[CH:4][C:5]([C:34]#[N:35])=[C:6]([C:8]2[C:13]([O:14][CH3:15])=[CH:12][N:11]([CH:16]([CH2:24][C:25]3([C:29]([F:31])([F:32])[F:30])[CH2:28][CH2:27][CH2:26]3)[C:17]([OH:19])=[O:18])[C:10](=[O:33])[CH:9]=2)[CH:7]=1. Procedure details: 119 mg (purity 91%, 0.21 mmol) of tert-butyl 2-[4-(5-chloro-2-cyanophenyl)-5-methoxy-2-oxopyridin-1(2H)-yl]-3-[1-(trifluoromethyl)cyclobutyl]propanoate (racemate) were hydrolysed with TFA according to General Method 6A. Yield: 91 mg (purity 69%, 65% of theory) Reaction SMILES: [C:1]([NH:4][C:5]1[C:14]([Cl:15])=[CH:13][C:8]([C:9]([O:11][CH3:12])=[O:10])=[C:7]([O:16][CH2:17][C:18]#[CH:19])[CH:6]=1)(=[O:3])[CH3:2].O(C1C=CC=CC=1)C1C=CC=CC=1>>[C:1]([NH:4][C:5]1[C:6]2[CH:19]=[CH:18][CH2:17][O:16][C:7]=2[C:8]([C:9]([O:11][CH3:12])=[O:10])=[CH:13][C:14]=1[Cl:15])(=[O:3])[CH3:2]. Run at temperature 230 celsius, time 45 minute. Reported procedure: A mixture of 40 parts of methyl 4-(acetylamino)-5-chloro-2-(2-propynoxy)benzoate and 172 parts of phenoxybenzene was stirred for 45 min. at 230° C. After cooling, the reaction mixture was poured into petroleumether. The organic layer was separated, dried, filtered and evaporated. The residue was purified by column chromatography (silica gel; CH2Cl2 /CH3OH 97:3). The eluent of the desired fractions was evaporated and the residue was crystallized from acetonitrile, yielding 11.9 parts (33.8%) of m... Isolated yield 33.8%. The product is 11.9, C(C)(=O)NC1=C(C=C(C2=C1C=CCO2)C(=O)OC)Cl (methyl 5-(acetylamino)-6-chloro-2H-1-benzopyran-8-carboxylate). Starting materials: 40, C(C)(=O)NC1=CC(=C(C(=O)OC)C=C1Cl)OCC#C (methyl 4-(acetylamino)-5-chloro-2-(2-propynoxy)benzoate), O(C1=CC=CC=C1)C1=CC=CC=C1 (phenoxybenzene). Reactants: CCN(C(C)C)C(C)C (DIPEA), C(C)(C)(C)OC(=O)N[C@H](C(=O)O)CC=C ((S)-2-(tert-butoxycarbonylamino)pent-4-enoic acid), Cl.C(=C)[C@@H]1NCCCC1 ((R)-2-vinylpiperidine hydrochloride), C(CCl)Cl (EDC), C=1C=CC2=C(C1)N=NN2O (HOBt). Run in C(Cl)Cl (DCM). Conditions: time 3 day. Yields the product O=C([C@H](CC=C)NC(OC(C)(C)C)=O)N1[C@H](CCCC1)C=C (tert-butyl (S)-1-oxo-1-((R)-2-vinylpiperidin-1-yl)pent-4-en-2-ylcarbamate). The yield is 69.7%. As a reaction SMILES: CCN(C(C)C)C(C)C.[C:10]([O:14][C:15]([NH:17][C@@H:18]([CH2:22][CH:23]=[CH2:24])[C:19]([OH:21])=O)=[O:16])([CH3:13])([CH3:12])[CH3:11].Cl.[CH:26]([C@H:28]1[CH2:33][CH2:32][CH2:31][CH2:30][NH:29]1)=[CH2:27].C(Cl)CCl.C1C=CC2N(O)N=NC=2C=1>C(Cl)Cl>[O:21]=[C:19]([N:29]1[CH2:30][CH2:31][CH2:32][CH2:33][C@@H:28]1[CH:26]=[CH2:27])[C@@H:18]([NH:17][C:15](=[O:16])[O:14][C:10]([CH3:11])([CH3:12])[CH3:13])[CH2:22][CH:23]=[CH2:24] |f:2.3|. Procedure details: DIPEA (1.801 gm, 13.94 mmol) was slowly added to a 0° C. mixture of (S)-2-(tert-butoxycarbonylamino)pent-4-enoic acid (1.00 gm, 4.65 mmol), (R)-2-vinylpiperidine hydrochloride (0.720 gm, 4.88 mol), EDC (1.02 gm, 5.34 mmol) and HOBt (0.818 gm, 5.34 mmol) in DCM (19 mL). The yellow reaction mixture was then stirred at rt for 3 days. The reaction mixture was concentrated to remove the DCM and the residue was partitioned between EtOAc and 0.5 N aqueous HCl. The organic phase was isolated, washed wit...